Dataset: the Open Reaction Database (ORD), a public repository of structured organic reaction records. Task: describe an organic reaction: reactants, conditions, products, and yield Reactants: CCCCBr, CCO, Cc1cc(O)cc(C)c1N=Nc1ccccc1, [Na]. Product: CCCCOc1cc(C)c(N=Nc2ccccc2)c(C)c1. RXN SMILES: [Br:19][CH2:20][CH2:21][CH2:22][CH3:23].[CH3:24][CH2:25][OH:26].[CH3:2][c:3]1[c:4]([N:11]=[N:12][c:13]2[cH:14][cH:15][cH:16][cH:17][cH:18]2)[c:5]([CH3:10])[cH:6][c:7]([OH:9])[cH:8]1.[Na:1]>>[CH3:2][c:3]1[c:4]([N:11]=[N:12][c:13]2[cH:14][cH:15][cH:16][cH:17][cH:18]2)[c:5]([CH3:10])[cH:6][c:7]([O:9][CH2:20][CH2:21][CH2:22][CH3:23])[cH:8]1. RXN SMILES: [F:1][C:2]1[CH:10]=[CH:9][C:5]([C:6]([NH2:8])=[S:7])=[CH:4][CH:3]=1.Cl[CH:12]([C:16]1[CH:21]=[CH:20][CH:19]=[CH:18][CH:17]=1)[C:13](Cl)=[O:14]>>[F:1][C:2]1[CH:10]=[CH:9][C:5]([C:6]2[S:7][C:12]([C:16]3[CH:21]=[CH:20][CH:19]=[CH:18][CH:17]=3)=[C:13]([OH:14])[N:8]=2)=[CH:4][CH:3]=1. Starting materials: FC1=CC=C(C(=S)N)C=C1 (4-fluorothiobenzamide), ClC(C(=O)Cl)C1=CC=CC=C1 (2-chloro-2-phenylacetyl chloride). Yields the product FC1=CC=C(C=C1)C=1SC(=C(N1)O)C1=CC=CC=C1 (2-(4-Fluorophenyl)-4-hydroxy-5-phenylthiazole). Procedure: The title compound was prepared according to the method of Scheme II in a manner analogous to Example 31 except 4-fluorothiobenzamide was used instead of thiobenzamide and 2-chloro-2-phenylacetyl chloride was used instead of 2-bromopropionate.